This data is from the Open Reaction Database (ORD), a public repository of structured organic reaction records. The task is: describe an organic reaction: reactants, conditions, products, and yield Reactants: BrC1=C(OC2=C1C=C(C=C2)CBr)C2=C(C=CC=C2)NC(OC(C)(C)C)=O (1,1-dimethylethyl [2-[3-bromo-5-(bromomethyl)-2-benzofuranyl]phenyl]carbamate), [H-].[Na+] (Sodium hydride), CC1=CC(=C2C(=N1)NC(=N2)CC)C (5,7-dimethyl-2-ethyl-3H-imidazo[4,5-b]pyridine), A-0400974, O (Water). Solvent: CN(C)C=O (DMF). Product: BrC1=C(OC2=C1C=C(C=C2)CN2C(=NC=1C2=NC(=CC1C)C)CC)C1=C(C=CC=C1)NC(OC(C)(C)C)=O (1,1-Dimethylethyl [2-[3-bromo-5-[(5,7-dimethyl-2-ethyl-3H-imidazo[4,5-b]pyridin-3-yl)methyl]-2-benzofuranyl]phenyl]carbamate). RXN SMILES: [H-].[Na+].[CH3:3][C:4]1[N:9]=[C:8]2[NH:10][C:11]([CH2:13][CH3:14])=[N:12][C:7]2=[C:6]([CH3:15])[CH:5]=1.[Br:16][C:17]1[C:21]2[CH:22]=[C:23]([CH2:26]Br)[CH:24]=[CH:25][C:20]=2[O:19][C:18]=1[C:28]1[CH:33]=[CH:32][CH:31]=[CH:30][C:29]=1[NH:34][C:35](=[O:41])[O:36][C:37]([CH3:40])([CH3:39])[CH3:38].O>CN(C=O)C>[Br:16][C:17]1[C:21]2[CH:22]=[C:23]([CH2:26][N:10]3[C:8]4=[N:9][C:4]([CH3:3])=[CH:5][C:6]([CH3:15])=[C:7]4[N:12]=[C:11]3[CH2:13][CH3:14])[CH:24]=[CH:25][C:20]=2[O:19][C:18]=1[C:28]1[CH:33]=[CH:32][CH:31]=[CH:30][C:29]=1[NH:34][C:35](=[O:41])[O:36][C:37]([CH3:39])([CH3:38])[CH3:40] |f:0.1|. Procedure: Sodium hydride (0.2 g) was added in portions over 5 min to a mixture of 5,7-dimethyl-2-ethyl-3H-imidazo[4,5-b]pyridine (described in EP-A-0400974) (1.0 g) in dry DMF (25 ml) and stirred at room temperature under nitrogen. After 30 min the solution was cooled to 0°-5° C. and 1,1-dimethylethyl [2-[3-bromo-5-(bromomethyl)-2-benzofuranyl]phenyl]carbamate (described in European Patent Specification No. 0 434 249 A, published 26th Jun. 1991) (3.45 g) was added portionwise over 5 min. The mixture was a... Starting materials: Cl.NC=1C(=CSC1)C(=O)OC (methyl 4-aminothiophen-3-carboxylate hydrochloride), C(=S)(Cl)Cl (thiophosgene), C([O-])(O)=O.[Na+] (sodium bicarbonate). Run in O (water), ClCCl (dichloromethane). Reaction conditions: time 1 hour. The product is N(=C=S)C=1C(=CSC1)C(=O)OC (Methyl 4-isothiocyanatothiophen-3-carboxylate). Reaction SMILES: Cl.[NH2:2][C:3]1[C:4]([C:8]([O:10][CH3:11])=[O:9])=[CH:5][S:6][CH:7]=1.[C:12](Cl)(Cl)=[S:13].C(=O)(O)[O-].[Na+]>O.ClCCl>[N:2]([C:3]1[C:4]([C:8]([O:10][CH3:11])=[O:9])=[CH:5][S:6][CH:7]=1)=[C:12]=[S:13] |f:0.1,3.4|. Procedure details: 19.4 g of methyl 4-aminothiophen-3-carboxylate hydrochloride were added to a suspension of 7.7 ml of thiophosgene and 18.5 g of sodium bicarbonate in 70 ml of water and 200 ml of dichloromethane at room temperature in the course of 30 minutes, and stirring was carried out for 1 hour at room temperature. After separation of the phases, the aqueous phase was extracted once with dichloromethane and the combined organic phases were washed once with water, dried over sodium sulfate and evaporated dow...